Dataset: the Open Reaction Database (ORD), a public repository of structured organic reaction records. Task: describe an organic reaction: reactants, conditions, products, and yield The reactants are CCCCc1nnc(OC2CCN(C(=O)OCc3ccccc3)CC2F)cc1-c1ccc(OC2CCCCC2)cc1, CO. Product: CCCCc1nnc(OC2CCNCC2F)cc1-c1ccc(OC2CCCCC2)cc1. As a reaction SMILES: [CH2:1]([O:2][C:3](=[O:4])[N:11]1[CH2:12][CH:13]([F:41])[CH:14]([O:17][c:18]2[n:19][n:20][c:21]([CH2:37][CH2:38][CH2:39][CH3:40])[c:22](-[c:24]3[cH:25][cH:26][c:27]([O:30][CH:31]4[CH2:32][CH2:33][CH2:34][CH2:35][CH2:36]4)[cH:28][cH:29]3)[cH:23]2)[CH2:15][CH2:16]1)[c:5]1[cH:6][cH:7][cH:8][cH:9][cH:10]1.[CH3:42][OH:43]>>[NH:11]1[CH2:12][CH:13]([F:41])[CH:14]([O:17][c:18]2[n:19][n:20][c:21]([CH2:37][CH2:38][CH2:39][CH3:40])[c:22](-[c:24]3[cH:25][cH:26][c:27]([O:30][CH:31]4[CH2:32][CH2:33][CH2:34][CH2:35][CH2:36]4)[cH:28][cH:29]3)[cH:23]2)[CH2:15][CH2:16]1. The reactants are O (water), FC1=NC=CC(=C1)C (2-fluoro-4-methylpyridine), [N+](=O)([O-])C=1C=C(C=CC1)O (3-nitrophenol), C([O-])([O-])=O.[K+].[K+] (potassium carbonate). The solvent is CN(C=O)C (N,N-dimethylformamide). Reaction conditions: temperature 130 celsius, time 24 hour. The product is CC1=CC(=NC=C1)OC=1C=C(C=CC1)[N+](=O)[O-] (3-(4-methylpyridin-2-yloxy)-nitrobenzene). Yield: 40.7%. RXN SMILES: F[C:2]1[CH:7]=[C:6]([CH3:8])[CH:5]=[CH:4][N:3]=1.[N+:9]([C:12]1[CH:13]=[C:14]([OH:18])[CH:15]=[CH:16][CH:17]=1)([O-:11])=[O:10].C(=O)([O-])[O-].[K+].[K+].O>CN(C)C=O>[CH3:8][C:6]1[CH:5]=[CH:4][N:3]=[C:2]([O:18][C:14]2[CH:13]=[C:12]([N+:9]([O-:11])=[O:10])[CH:17]=[CH:16][CH:15]=2)[CH:7]=1 |f:2.3.4|. Procedure details: A suspension of 2-fluoro-4-methylpyridine (1.11 g), 3-nitrophenol (1.67 g) and potassium carbonate (1.80 g) in N,N-dimethylformamide (10 ml) was stirred at 130° C. for 24 hours. After cooling, the mixture was poured into water and stirred for 30 minutes. The precipitate was collected by filtration and dried to give 3-(4-methylpyridin-2-yloxy)-nitrobenzene (935 mg).